From a dataset of the Open Reaction Database (ORD), a public repository of structured organic reaction records. describe an organic reaction: reactants, conditions, products, and yield The reactants are CCN=C=NCCCN(C)C.Cl (EDC.HCl), C(C)(=O)SCC(C(=O)O)CC1=CC=CC=C1 (2-Acetylthiomethyl-3-phenylpropionic acid), NC=1C=C(C(=O)OCC)C=CC1 (ethyl 3-aminobenzoate). The reagents and catalysts are CN(C1=CC=NC=C1)C (4-dimethylaminopyridine). Solvent: ClCCl (dichloromethane). Conditions: time 8 hour. Product: C(C)(=O)SCC(C(=O)NC=1C=C(C(=O)OCC)C=CC1)CC1=CC=CC=C1 (ethyl 3-[(2-acetylthiomethyl-3-phenylpropionyl)amino]benzoate). Yield: 67.5%. As a reaction SMILES: [C:1]([S:4][CH2:5][CH:6]([CH2:10][C:11]1[CH:16]=[CH:15][CH:14]=[CH:13][CH:12]=1)[C:7]([OH:9])=O)(=[O:3])[CH3:2].[NH2:17][C:18]1[CH:19]=[C:20]([CH:26]=[CH:27][CH:28]=1)[C:21]([O:23][CH2:24][CH3:25])=[O:22].CCN=C=NCCCN(C)C.Cl>ClCCl.CN(C)C1C=CN=CC=1>[C:1]([S:4][CH2:5][CH:6]([CH2:10][C:11]1[CH:16]=[CH:15][CH:14]=[CH:13][CH:12]=1)[C:7]([NH:17][C:18]1[CH:19]=[C:20]([CH:26]=[CH:27][CH:28]=1)[C:21]([O:23][CH2:24][CH3:25])=[O:22])=[O:9])(=[O:3])[CH3:2] |f:2.3|. Reported procedure: 2-Acetylthiomethyl-3-phenylpropionic acid (11.9 g) and ethyl 3-aminobenzoate (8.26 g) are dissolved in dichloromethane (150 ml), and thereto are added 4-dimethylaminopyridine (0.61 g) and EDC.HCl (10.54 g), and the mixture is stirred at room temperature overnight. The reaction mixture is washed with saturated aqueous citric acid solution, saturated aqueous sodium chloride solution and saturated aqueous sodium hydrogen carbonate solution and saturated aqueous sodium chloride solution in this orde... The reactants are [Si](C)(C)(C(C)(C)C)OCC1(CC=2N(CCS1)C(=NN2)C2(CC2)C2=CC=C(C=C2)C2=CC=C(C=C2)C(=O)N2CCCC2)C (8-({[Tert-butyl(dimethyl)silyl]oxy}methyl)-8-methyl-3-{1-[4′-(pyrrolidin-1-ylcarbonyl)biphenyl-4-yl]cyclopropyl}-5,6,8,9-tetrahydro[1,2,4]triazolo[4,3-d][1,4]thiazepine), Cl (hydrochloric acid). Run in CO (methanol). Yields the product CC1(CC=2N(CCS1)C(=NN2)C2(CC2)C2=CC=C(C=C2)C2=CC=C(C=C2)C(=O)N2CCCC2)CO ((8-Methyl-3-{1-[4′-(pyrrolidin-1-ylcarbonyl)biphenyl-4-yl]cyclopropyl}-5,6,8,9-tetrahydro[1,2,4]triazolo[4,3-d][1,4]thiazepin-8-yl)methanol). Isolated yield 77.1%. RXN SMILES: [Si]([O:8][CH2:9][C:10]1([CH3:42])[S:16][CH2:15][CH2:14][N:13]2[C:17]([C:20]3([C:23]4[CH:28]=[CH:27][C:26]([C:29]5[CH:34]=[CH:33][C:32]([C:35]([N:37]6[CH2:41][CH2:40][CH2:39][CH2:38]6)=[O:36])=[CH:31][CH:30]=5)=[CH:25][CH:24]=4)[CH2:22][CH2:21]3)=[N:18][N:19]=[C:12]2[CH2:11]1)(C(C)(C)C)(C)C.Cl>CO>[CH3:42][C:10]1([CH2:9][OH:8])[S:16][CH2:15][CH2:14][N:13]2[C:17]([C:20]3([C:23]4[CH:24]=[CH:25][C:26]([C:29]5[CH:34]=[CH:33][C:32]([C:35]([N:37]6[CH2:41][CH2:40][CH2:39][CH2:38]6)=[O:36])=[CH:31][CH:30]=5)=[CH:27][CH:28]=4)[CH2:22][CH2:21]3)=[N:18][N:19]=[C:12]2[CH2:11]1. Procedure: A solution of the compound (385 mg, 0.64 mmol) obtained in Example 13-1) and 4 M hydrochloric acid (1,4-dioxane solution, 2 mL) in methanol (3 mL) was stirred at room temperature for 14 h. The reaction mixture was concentrated under reduced pressure, saturated aqueous sodium hydrogencarbonate was added to the residue, the mixture was extracted with dichloromethane, and the organic layer was washed with saturated sodium chloride solution and dried with anhydrous sodium sulfate. After filtration, ... Reactants: N1(CCCCC1)CCCNC1=C(C=CC=C1)N (N-[3-(1-piperidinyl)propyl]-o-phenylenediamine), ice water, [OH-].[K+] (KOH), O (water), N#CBr (cyanogen bromide). Run in C(C)(C)O (isopropanol). Run at time 8 hour. The product is N1(CCCCC1)CCCN1C(=NC2=C1C=CC=C2)N (1-[3-(1-piperidinyl)propyl]-2-amino benzimidazole). Reaction SMILES: [N:1]1([CH2:7][CH2:8][CH2:9][NH:10][C:11]2[CH:16]=[CH:15][CH:14]=[CH:13][C:12]=2[NH2:17])[CH2:6][CH2:5][CH2:4][CH2:3][CH2:2]1.O.[N:19]#[C:20]Br.[OH-].[K+]>C(O)(C)C>[N:1]1([CH2:7][CH2:8][CH2:9][N:10]2[C:11]3[CH:16]=[CH:15][CH:14]=[CH:13][C:12]=3[N:17]=[C:20]2[NH2:19])[CH2:2][CH2:3][CH2:4][CH2:5][CH2:6]1 |f:3.4|. Reported procedure: To a stirred suspension of 20.0 g. (0.086 mole) of N-[3-(1-piperidinyl)propyl]-o-phenylenediamine in 80 ml. water, 20 ml. of isopropanol was added to obtain a homogenous solution. With continued stirring, 21.2 g. (0.200 mole) of cyanogen bromide was added in portions over a one hour period. Room temperature was maintained throughout the addition. After stirring for an additional 2 hours the reaction mixture was allowed to stand overnight. The mixture was then poured into ice-water, made strongly... Starting materials: Cl.S1CCN(CC1)CC(=O)O (2-thiomorpholinoacetic acid hydrochloride), C(C1=CC=CC=C1)[C@@H]1C[C@H](NC1)C(=O)NC1=CC=C(C=C1)OC1=CC=C(C=C1)F ((2S,4R)-4-benzyl-N-(4-(4-fluorophenoxy)phenyl)pyrrolidine-2-carboxamide). The product is Compound 83, C(C1=CC=CC=C1)[C@@H]1C[C@H](N(C1)C(CN1CCSCC1)=O)C(=O)NC1=CC=C(C=C1)OC1=CC=C(C=C1)F ((2S,4R)-4-benzyl-N-(4-(4-fluorophenoxy)phenyl)-1-(2-thiomorpholinoacetyl)pyrrolidine-2-carboxamide). Isolated yield 37.2%. As a reaction SMILES: Cl.[S:2]1[CH2:7][CH2:6][N:5]([CH2:8][C:9]([OH:11])=O)[CH2:4][CH2:3]1.[CH2:12]([C@H:19]1[CH2:23][NH:22][C@H:21]([C:24]([NH:26][C:27]2[CH:32]=[CH:31][C:30]([O:33][C:34]3[CH:39]=[CH:38][C:37]([F:40])=[CH:36][CH:35]=3)=[CH:29][CH:28]=2)=[O:25])[CH2:20]1)[C:13]1[CH:18]=[CH:17][CH:16]=[CH:15][CH:14]=1>>[CH2:12]([C@H:19]1[CH2:23][N:22]([C:9](=[O:11])[CH2:8][N:5]2[CH2:4][CH2:3][S:2][CH2:7][CH2:6]2)[C@H:21]([C:24]([NH:26][C:27]2[CH:32]=[CH:31][C:30]([O:33][C:34]3[CH:35]=[CH:36][C:37]([F:40])=[CH:38][CH:39]=3)=[CH:29][CH:28]=2)=[O:25])[CH2:20]1)[C:13]1[CH:14]=[CH:15][CH:16]=[CH:17][CH:18]=1 |f:0.1|. Procedure: Proceeding as in Example 1, but substituting 2-thiomorpholinoacetic acid hydrochloride and (2S,4R)-4-benzyl-N-(4-(4-fluorophenoxy)phenyl)pyrrolidine-2-carboxamide, gave Compound 83, (2S,4R)-4-benzyl-N-(4-(4-fluorophenoxy)phenyl)-1-(2-thiomorpholinoacetyl)pyrrolidine-2-carboxamide (13.9 mg, 37.2%). Major isomer: 1H-NMR (400 MHz, DMSO-D6): σ 9.95 (s, 1H), 7.54 (d, 2H), 7.27 (m, 2H), 7.21-7.16 (m, 7H), 6.93 (m, 2H), 4.44 (m, 1H), 3.71 (m, 1H), 3.28 (m, 1H), 3.13 (m, 2H), 2.87 (m, 4H), 2.63 (m, 3H),... Starting materials: COc1nc(C)c(C)nc1NC(=O)Oc1ccccc1, Cc1sccc1N1CCNCC1. The product is COc1nc(C)c(C)nc1NC(=O)N1CCN(c2ccsc2C)CC1. RXN SMILES: [CH3:1][c:2]1[n:3][c:4]([NH:11][C:12]([O:13][c:14]2[cH:15][cH:16][cH:17][cH:18][cH:19]2)=[O:20])[c:5]([O:9][CH3:10])[n:6][c:7]1[CH3:8].[CH3:21][c:22]1[s:23][cH:24][cH:25][c:26]1[N:27]1[CH2:28][CH2:29][NH:30][CH2:31][CH2:32]1>>[CH3:1][c:2]1[n:3][c:4]([NH:11][C:12](=[O:20])[N:30]2[CH2:29][CH2:28][N:27]([c:26]3[c:22]([CH3:21])[s:23][cH:24][cH:25]3)[CH2:32][CH2:31]2)[c:5]([O:9][CH3:10])[n:6][c:7]1[CH3:8].